This data is from the Open Reaction Database (ORD), a public repository of structured organic reaction records. The task is: describe an organic reaction: reactants, conditions, products, and yield Reactants: CC(C#C)(OC1=CC=C2C(C=C(OC2=C1OC(C#C)(C)C)C1=CC=CC=C1)=O)C (7,8-bis-(1,1-dimethyl-prop-2-ynyloxy)-2-phenyl-chromen-4-one). Reagents/catalysts: [Pd].CC(=O)[O-].CC(=O)[O-].[Pb+2] (Lindlar's catalyst). Run in CO (methanol). Run at time 50 minute. Product: CC(C=C)(OC1=CC=C2C(C=C(OC2=C1OC(C=C)(C)C)C1=CC=CC=C1)=O)C (7,8-Bis-(1,1-dimethyl-allyloxy)-2-phenyl-chromen-4-one). The yield is 72.6%. Reaction SMILES: [CH3:1][C:2]([CH3:29])([O:5][C:6]1[C:15]([O:16][C:17]([CH3:21])([CH3:20])[C:18]#[CH:19])=[C:14]2[C:9]([C:10](=[O:28])[CH:11]=[C:12]([C:22]3[CH:27]=[CH:26][CH:25]=[CH:24][CH:23]=3)[O:13]2)=[CH:8][CH:7]=1)[C:3]#[CH:4]>CO.[Pd].CC([O-])=O.CC([O-])=O.[Pb+2]>[CH3:1][C:2]([CH3:29])([O:5][C:6]1[C:15]([O:16][C:17]([CH3:20])([CH3:21])[CH:18]=[CH2:19])=[C:14]2[C:9]([C:10](=[O:28])[CH:11]=[C:12]([C:22]3[CH:27]=[CH:26][CH:25]=[CH:24][CH:23]=3)[O:13]2)=[CH:8][CH:7]=1)[CH:3]=[CH2:4] |f:2.3.4.5|. Procedure: To a solution of 7,8-bis-(1,1-dimethyl-prop-2-ynyloxy)-2-phenyl-chromen-4-one (98 mg, 0.254 mmol) in methanol (20 mL) was added Lindlar's catalyst (Pd, 5 wt % on calcium carbonate, 25 mg) under argon. The mixture was stirred at room temperature for 50 min, then it was filtered through a syringe filter and the solvent was evaporated. The residue was purified by column chromatography (SiO2, EtOAc:hexanes/10-25%) to give the product as a white solid (72 mg, 73%): 1H NMR (CDCl3, 300 MHz) δ 7.98 (m, ...